describe an organic reaction: reactants, conditions, products, and yield From a dataset of the Open Reaction Database (ORD), a public repository of structured organic reaction records. Starting materials: C(C)(C)(C)OC(NC1=C(C=C(C(=C1)N(C)C)C(F)(F)F)N)=O ((2-amino-5-dimethylamino-4-trifluoromethyl-phenyl)-carbamic acid tert-butyl ester), C(C)(C)(C)OC(CC(=O)C1=CC(=CC=C1)C=1N=NC(=CC1)C)=O (3-[3-(6-methyl-pyridazin-3-yl)-phenyl]-3-oxo-propionic acid tert-butyl ester). Yields the product C(C)(C)(C)OC(NC1=C(C=C(C(=C1)N(C)C)C(F)(F)F)NC(CC(=O)C1=CC(=CC=C1)C=1N=NC(=CC1)C)=O)=O ((5-Dimethylamino-2-{3-[3-(6-methyl-pyridazin-3-yl)-phenyl]-3-oxo-propionylamino}-4-trifluoromethyl-phenyl)-carbamic acid tert-butyl ester), solid. RXN SMILES: [C:1]([O:5][C:6](=[O:22])[NH:7][C:8]1[CH:13]=[C:12]([N:14]([CH3:16])[CH3:15])[C:11]([C:17]([F:20])([F:19])[F:18])=[CH:10][C:9]=1[NH2:21])([CH3:4])([CH3:3])[CH3:2].C([O:27][C:28](=O)[CH2:29][C:30]([C:32]1[CH:37]=[CH:36][CH:35]=[C:34]([C:38]2[N:39]=[N:40][C:41]([CH3:44])=[CH:42][CH:43]=2)[CH:33]=1)=[O:31])(C)(C)C>>[C:1]([O:5][C:6](=[O:22])[NH:7][C:8]1[CH:13]=[C:12]([N:14]([CH3:16])[CH3:15])[C:11]([C:17]([F:20])([F:19])[F:18])=[CH:10][C:9]=1[NH:21][C:28](=[O:27])[CH2:29][C:30]([C:32]1[CH:37]=[CH:36][CH:35]=[C:34]([C:38]2[N:39]=[N:40][C:41]([CH3:44])=[CH:42][CH:43]=2)[CH:33]=1)=[O:31])([CH3:4])([CH3:2])[CH3:3]. Procedure details: The title compound was prepared from (2-amino-5-dimethylamino-4-trifluoromethyl-phenyl)-carbamic acid tert-butyl ester (Example J1) (239 mg, 0.75 mmol) and 3-[3-(6-methyl-pyridazin-3-yl)-phenyl]-3-oxo-propionic acid tert-butyl ester (Example K6) (234 mg, 0.75 mmol) according to the general procedure M. Obtained as an off-white solid (254 mg). The reactants are CC(C)([O-])C.[Na+] (sodium tert-butoxide), N[C@@H]1C[C@@H](N(C2=CC=C(C=C12)C=1C=NC(=CC1)C(=O)N1CCOCC1)C(C)=O)C (1-((2S,4R)-4-amino-2-methyl-6-(6-(morpholine-4-carbonyl)pyridin-3-yl)-3,4-dihydroquinolin-1(2H)-yl)ethanone), C1(CCCCC1)P(C1=C(C=CC=C1)C=1C(=CC=CC1)N(C)C)C1CCCCC1 (2′-(dicyclohexylphosphino)-N,N-dimethyl-[1,1′-biphenyl]-2-amine), Intermediate 56, BrC1=CC(=CC=C1)Cl (1-bromo-3-chlorobenzene). The reagents and catalysts are C=1C=CC(=CC1)/C=C/C(=O)/C=C/C2=CC=CC=C2.C=1C=CC(=CC1)/C=C/C(=O)/C=C/C2=CC=CC=C2.C=1C=CC(=CC1)/C=C/C(=O)/C=C/C2=CC=CC=C2.[Pd].[Pd] (tris(dibenzylideneacetone)dipalladium(0)). Run in O1CCOCC1 (1,4-dioxane). Conditions: temperature 120 celsius. Yields the product ClC=1C=C(C=CC1)N[C@@H]1C[C@@H](N(C2=CC=C(C=C12)C=1C=NC(=CC1)C(=O)N1CCOCC1)C(C)=O)C (1-((2S,4R)-4-((3-chlorophenyl)amino)-2-methyl-6-(6-(morpholine-4-carbonyl)pyridin-3-yl)-3,4-dihydroquinolin-1(2H)-yl)ethanone). Yield: 45.0%. As a reaction SMILES: [NH2:1][C@H:2]1[C:11]2[C:6](=[CH:7][CH:8]=[C:9]([C:12]3[CH:13]=[N:14][C:15]([C:18]([N:20]4[CH2:25][CH2:24][O:23][CH2:22][CH2:21]4)=[O:19])=[CH:16][CH:17]=3)[CH:10]=2)[N:5]([C:26](=[O:28])[CH3:27])[C@@H:4]([CH3:29])[CH2:3]1.Br[C:31]1[CH:36]=[CH:35][CH:34]=[C:33]([Cl:37])[CH:32]=1.C1(P(C2CCCCC2)C2C=CC=CC=2C2C(N(C)C)=CC=CC=2)CCCCC1.CC(C)([O-])C.[Na+]>O1CCOCC1.C1C=CC(/C=C/C(/C=C/C2C=CC=CC=2)=O)=CC=1.C1C=CC(/C=C/C(/C=C/C2C=CC=CC=2)=O)=CC=1.C1C=CC(/C=C/C(/C=C/C2C=CC=CC=2)=O)=CC=1.[Pd].[Pd]>[Cl:37][C:33]1[CH:32]=[C:31]([NH:1][C@H:2]2[C:11]3[C:6](=[CH:7][CH:8]=[C:9]([C:12]4[CH:13]=[N:14][C:15]([C:18]([N:20]5[CH2:25][CH2:24][O:23][CH2:22][CH2:21]5)=[O:19])=[CH:16][CH:17]=4)[CH:10]=3)[N:5]([C:26](=[O:28])[CH3:27])[C@@H:4]([CH3:29])[CH2:3]2)[CH:36]=[CH:35][CH:34]=1 |f:3.4,6.7.8.9.10|. Reported procedure: 1-((2S,4R)-4-amino-2-methyl-6-(6-(morpholine-4-carbonyl)pyridin-3-yl)-3,4-dihydroquinolin-1(2H)-yl)ethanone (for a preparation, see Intermediate 56) (100 mg, 0.254 mmol), 1-bromo-3-chlorobenzene (0.060 mL, 0.507 mmol), 2′-(dicyclohexylphosphino)-N,N-dimethyl-[1,1′-biphenyl]-2-amine (20.0 mg, 0.051 mmol), tris(dibenzylideneacetone)dipalladium(0) (23.3 mg, 0.025 mmol) and sodium tert-butoxide (34.1 mg, 0.355 mmol) were combined in 1,4-dioxane (2.5 mL). The mixture was degassed over a period of 15 ...